This data is from the Open Reaction Database (ORD), a public repository of structured organic reaction records. The task is: describe an organic reaction: reactants, conditions, products, and yield Starting materials: C(C)(C)(C)OC(=O)N1CCC(CC1)CCCC1=CC=C(C=C1)C(F)(F)F (4-[3-(4-Trifluoromethylphenyl)propyl]piperidine-1-carboxylic acid tert-butyl ester), FC(C(=O)O)(F)F (Trifluoroacetic acid). Run in ClCCl (dichloromethane). Conditions: time 8 hour. Product: FC(C1=CC=C(C=C1)CCCC1CCNCC1)(F)F (4-[3-(4-trifluoromethylphenyl)propyl]piperidine). Isolated yield 103.9%. RXN SMILES: C(OC([N:8]1[CH2:13][CH2:12][CH:11]([CH2:14][CH2:15][CH2:16][C:17]2[CH:22]=[CH:21][C:20]([C:23]([F:26])([F:25])[F:24])=[CH:19][CH:18]=2)[CH2:10][CH2:9]1)=O)(C)(C)C.FC(F)(F)C(O)=O>ClCCl>[F:25][C:23]([F:24])([F:26])[C:20]1[CH:19]=[CH:18][C:17]([CH2:16][CH2:15][CH2:14][CH:11]2[CH2:10][CH2:9][NH:8][CH2:13][CH2:12]2)=[CH:22][CH:21]=1. Procedure: 4-[3-(4-Trifluoromethylphenyl)propyl]piperidine-1-carboxylic acid tert-butyl ester (13.45 g, 36.2 mmol) prepared in Reference Example 360 was dissolved in dichloromethane (50 ml). Trifluoroacetic acid (25 ml, 324 mmol) was added thereto and stirred at room temperature overnight. The reaction mixture was concentrated under reduced pressure and adjusted to a pH of 10 using a 5 N sodium hydroxide aqueous solution. The mixture was subjected to extraction with dichloromethane 4 times. The result was ... The reactants are [Al+3], ClCCl, CC(=O)Cl, [Cl-], [Cl-], [Cl-], c1ccc2c(c1)CCS2. The product is CC(=O)c1ccc2c(c1)CCS2. Reaction SMILES: [Al+3:15].[CH2:18]([Cl:19])[Cl:20].[CH3:10][C:11]([Cl:12])=[O:13].[Cl-:14].[Cl-:16].[Cl-:17].[S:1]1[c:2]2[c:3]([cH:6][cH:7][cH:8][cH:9]2)[CH2:4][CH2:5]1>>[S:1]1[c:2]2[c:3]([cH:6][c:7]([C:11]([CH3:10])=[O:13])[cH:8][cH:9]2)[CH2:4][CH2:5]1. Reported procedure: A solution of 0.5 M NH3 in dioxane (12 mL, 6 mmol) was added to a mixture of 5-bromo-3-(1,1-dioxidotetrahydro-2H-thiopyran-4-yl)-1H-indole-7-carboxylic acid (1.1 g, 2.96 mmol), HOBt (0.455 g, 2.96 mmol), and EDC.HCl (1.54 g, 8.02 mmol) in DMF (4 mL) in a Biotage microwave vial. The vial was sealed, and the reaction was heated at 100° C. for 20 min on regular absorbance in a Biotage Initiator microwave. EtOAc (75 mL) and H2O (75 mL) were added, the layers were separated, and the aqueous layer was... RXN SMILES: N.O1CCOCC1.[Br:8][C:9]1[CH:10]=[C:11]2[C:15](=[C:16]([C:18](O)=[O:19])[CH:17]=1)[NH:14][CH:13]=[C:12]2[CH:21]1[CH2:26][CH2:25][S:24](=[O:28])(=[O:27])[CH2:23][CH2:22]1.C1C=CC2N(O)N=[N:35]C=2C=1.CCN=C=NCCCN(C)C.Cl>CN(C=O)C.O.CCOC(C)=O>[Br:8][C:9]1[CH:10]=[C:11]2[C:15](=[C:16]([C:18]([NH2:35])=[O:19])[CH:17]=1)[NH:14][CH:13]=[C:12]2[CH:21]1[CH2:26][CH2:25][S:24](=[O:28])(=[O:27])[CH2:23][CH2:22]1 |f:4.5|. The yield is 186.6%. The solvent is CN(C)C=O (DMF), O (H2O), CCOC(=O)C (EtOAc). Starting materials: N (NH3), O1CCOCC1 (dioxane), BrC=1C=C2C(=CNC2=C(C1)C(=O)O)C1CCS(CC1)(=O)=O (5-bromo-3-(1,1-dioxidotetrahydro-2H-thiopyran-4-yl)-1H-indole-7-carboxylic acid), C=1C=CC2=C(C1)N=NN2O (HOBt), CCN=C=NCCCN(C)C.Cl (EDC.HCl). Reaction conditions: temperature 100 celsius. The product is BrC=1C=C2C(=CNC2=C(C1)C(=O)N)C1CCS(CC1)(=O)=O (5-Bromo-3-(1,1-dioxidotetrahydro-2H-thiopyran-4-yl)-1H-indole-7-carboxamide).